From a dataset of the Open Reaction Database (ORD), a public repository of structured organic reaction records. describe an organic reaction: reactants, conditions, products, and yield Starting materials: ClC(C(F)(F)F)(C(F)F)Cl (2,2-dichloro-1,1,1,3,3-pentafluoropropane), CN(C=O)C (dimethylformamide), 1,1,1-trichloro-2,2,2-trifluoromethane, Cl[Si](C)(C)C (chlorotrimethylsilane). The reagents and catalysts are [Zn] (zinc). The product is C[Si](OC(C(C(F)(F)F)(Cl)Cl)N(C)C)(C)C (1-(trimethylsiloxy)-2,2-dichloro-3,3,3-trifluoro-N,N-dimethy lpropylamine). RXN SMILES: [Cl:1][C:2]([Cl:10])(C(F)F)[C:3]([F:6])([F:5])[F:4].Cl[Si:12]([CH3:15])([CH3:14])[CH3:13].[CH3:16][N:17]([CH3:20])[CH:18]=[O:19]>[Zn]>[CH3:13][Si:12]([CH3:15])([CH3:14])[O:19][CH:18]([N:17]([CH3:20])[CH3:16])[C:2]([Cl:10])([Cl:1])[C:3]([F:6])([F:5])[F:4]. Procedure: Until HCFC-225a becomes available in commercial quantities, HCFC-225a may be prepared by a standard and well-known organic synthesis technique. For example, 2,2-dichloro-1,1,1,3,3-pentafluoropropane may be prepared by reacting a dimethylformamide solution of 1,1,1-trichloro-2,2,2-trifluoromethane with chlorotrimethylsilane in the presence of zinc, forming 1-(trimethylsiloxy)-2,2-dichloro-3,3,3-trifluoro-N,N-dimethy lpropylamine. The 1-(trimethylsiloxy)-2,2-dichloro-3,3,3-trifluoro-N,N-dimethyl p... Reported procedure: A mixture of 1.62 g. of 4-amino-5-imidazolecaboxamide hydrochloride, 3-dimethylamino-3'-methoxyacrylophenone, 0.82 g. of sodium acetate and 25 ml. of glacial acetic acid is refluxed for 10 hours. The mixture is evaporated to dryness and the residue worked up to give 4-(m-methoxyphenyl)imidazo[1,5-a]pyrimidine-8-carboxamide. This compound is treated as for Example 29 with trifluoroacetic anhydride to give the product of the example. Starting materials: Cl.NC=1N=CNC1C(=O)N (4-amino-5-imidazolecaboxamide hydrochloride), CN(C=CC(=O)C1=CC(=CC=C1)OC)C (3-dimethylamino-3'-methoxyacrylophenone), C(C)(=O)[O-].[Na+] (sodium acetate). Reaction SMILES: Cl.[NH2:2][C:3]1[N:4]=[CH:5][NH:6][C:7]=1[C:8]([NH2:10])=[O:9].CN(C)[CH:13]=[CH:14][C:15]([C:17]1[CH:22]=[CH:21][CH:20]=[C:19]([O:23][CH3:24])[CH:18]=1)=O.C([O-])(=O)C.[Na+]>C(O)(=O)C>[CH3:24][O:23][C:19]1[CH:18]=[C:17]([C:15]2[N:4]3[CH:5]=[N:6][C:7]([C:8]([NH2:10])=[O:9])=[C:3]3[N:2]=[CH:13][CH:14]=2)[CH:22]=[CH:21][CH:20]=1 |f:0.1,3.4|. The solvent is C(C)(=O)O (acetic acid). Yields the product COC=1C=C(C=CC1)C1=CC=NC=2N1C=NC2C(=O)N (4-(m-methoxyphenyl)imidazo[1,5-a]pyrimidine-8-carboxamide). Procedure: 5,5-Dimethyl-8-(3-methyl-2-octyl)-10-[4-(thiomorpholino)butyryloxy]-5H-[1]benzopyrano[3,4-d]pyridine hydrobromide is prepared according to the method of Example 29 by reacting equimolar quantities of 5,5-dimethyl-10-hydroxy-8-(3-methyl-2-octyl)-5H-[1]benzopyrano[3,4-d]pyridine and γ-thiomorpholinobutyric acid hydrobromide in the presence of dicyclohexyl carbodiimide. Reactants: CC1(OC2=C(C(=CC(=C2)C(C)C(CCCCC)C)O)C=2C1=CC=NC2)C (5,5-dimethyl-10-hydroxy-8-(3-methyl-2-octyl)-5H-[1]benzopyrano[3,4-d]pyridine), Br.S1CCN(CC1)CCCC(=O)O (γ-thiomorpholinobutyric acid hydrobromide), C1(CCCCC1)N=C=NC1CCCCC1 (dicyclohexyl carbodiimide). Product: Br.CC1(OC2=C(C(=CC(=C2)C(C)C(CCCCC)C)OC(CCCN2CCSCC2)=O)C=2C1=CC=NC2)C (5,5-Dimethyl-8-(3-methyl-2-octyl)-10-[4-(thiomorpholino)butyryloxy]-5H-[1]benzopyrano[3,4-d]pyridine hydrobromide). RXN SMILES: [CH3:1][C:2]1([CH3:26])[C:21]2=[CH:22][CH:23]=[N:24][CH:25]=[C:20]2[C:5]2[C:6]([OH:19])=[CH:7][C:8]([CH:10]([CH:12]([CH3:18])[CH2:13][CH2:14][CH2:15][CH2:16][CH3:17])[CH3:11])=[CH:9][C:4]=2[O:3]1.[BrH:27].[S:28]1[CH2:33][CH2:32][N:31]([CH2:34][CH2:35][CH2:36][C:37](O)=[O:38])[CH2:30][CH2:29]1.C1(N=C=NC2CCCCC2)CCCCC1>>[BrH:27].[CH3:26][C:2]1([CH3:1])[C:21]2=[CH:22][CH:23]=[N:24][CH:25]=[C:20]2[C:5]2[C:6]([O:19][C:37](=[O:38])[CH2:36][CH2:35][CH2:34][N:31]3[CH2:30][CH2:29][S:28][CH2:33][CH2:32]3)=[CH:7][C:8]([CH:10]([CH:12]([CH3:18])[CH2:13][CH2:14][CH2:15][CH2:16][CH3:17])[CH3:11])=[CH:9][C:4]=2[O:3]1 |f:1.2,4.5|. The reactants are CC(C)NC(=O)N1CC(O)C2C1CCN2C(=O)OCc1ccccc1, CO. Yields the product CC(C)NC(=O)N1CC(O)C2NCCC21. Reaction SMILES: [CH2:1]([O:2][C:3](=[O:4])[N:11]1[CH:12]2[CH:13]([CH2:14][CH2:15]1)[N:16]([C:20]([NH:21][CH:22]([CH3:23])[CH3:24])=[O:25])[CH2:17][CH:18]2[OH:19])[c:5]1[cH:6][cH:7][cH:8][cH:9][cH:10]1.[CH3:26][OH:27]>>[NH:11]1[CH:12]2[CH:13]([CH2:14][CH2:15]1)[N:16]([C:20]([NH:21][CH:22]([CH3:23])[CH3:24])=[O:25])[CH2:17][CH:18]2[OH:19]. Procedure details: 5-Chloro-3-(prop-2-en-1-yl)-1,3-dihydro-2H-imidazo[4,5-b]pyridin-2-one (71-4, 2.37 g, 11.31 mmol, 1.0 equiv) and Cs2CO3 (18.42 g, 56.6 mmol, 5.0 equiv) were added sequentially to anhydrous NMP (18.6 mL). Neopentyl iodide (2.70 mL, 20.35 mmol, 1.8 equiv) was added dropwise and the resulting mixture was heated to 100° C. for 24 h. Following this duration, the contents were cooled to RT and diluted with EtOAc (50 mL) and saturated aqueous NaHCO3 (50 mL). The layers were separated and the aqueous la... RXN SMILES: [Cl:1][C:2]1[N:7]=[C:6]2[N:8]([CH2:12][CH:13]=[CH2:14])[C:9](=[O:11])[NH:10][C:5]2=[CH:4][CH:3]=1.C([O-])([O-])=O.[Cs+].[Cs+].CN1C(=O)CCC1.[CH2:28](I)[C:29]([CH3:32])([CH3:31])[CH3:30]>CCOC(C)=O.C([O-])(O)=O.[Na+]>[Cl:1][C:2]1[N:7]=[C:6]2[N:8]([CH2:12][CH:13]=[CH2:14])[C:9](=[O:11])[N:10]([CH2:28][C:29]([CH3:32])([CH3:31])[CH3:30])[C:5]2=[CH:4][CH:3]=1 |f:1.2.3,7.8|. Yields the product ClC1=CC=C2C(=N1)N(C(N2CC(C)(C)C)=O)CC=C (5-Chloro-1-(2,2-dimethylpropyl)-3-(prop-2-en-1-yl)-1,3-dihydro-2H-imidazo[4,5-b]pyridin-2-one). Conditions: temperature 100 celsius. Solvent: CCOC(=O)C (EtOAc), C(=O)(O)[O-].[Na+] (NaHCO3). Starting materials: ClC1=CC=C2C(=N1)N(C(N2)=O)CC=C (5-Chloro-3-(prop-2-en-1-yl)-1,3-dihydro-2H-imidazo[4,5-b]pyridin-2-one), C(=O)([O-])[O-].[Cs+].[Cs+] (Cs2CO3), CN1CCCC1=O (NMP), C(C(C)(C)C)I (Neopentyl iodide). Procedure: A mixture of o-methoxyacetophenone and dimethylformamide dimethylacetal is reacted as described in Example 51 to give the product of the Example. Reactants: COC1=C(C=CC=C1)C(C)=O (o-methoxyacetophenone), COC(N(C)C)OC (dimethylformamide dimethylacetal). Yields the product CN(C=CC(=O)C1=C(C=CC=C1)OC)C (3-Dimethylamino-2'-methoxyacrylophenone). RXN SMILES: [CH3:1][O:2][C:3]1[CH:8]=[CH:7][CH:6]=[CH:5][C:4]=1[C:9](=[O:11])[CH3:10].CO[CH:14](OC)[N:15]([CH3:17])[CH3:16]>>[CH3:14][N:15]([CH3:17])[CH:16]=[CH:10][C:9]([C:4]1[CH:5]=[CH:6][CH:7]=[CH:8][C:3]=1[O:2][CH3:1])=[O:11]. RXN SMILES: [C:10](=[O:11])([O-:12])[O-:13].[CH3:48][CH:49]([OH:50])[CH3:51].[CH3:52][OH:53].[Cl:16][CH2:17][C:18](=[O:19])[NH:20][c:21]1[cH:22][cH:23][c:24]([CH3:27])[cH:25][cH:26]1.[Cl:1][c:2]1[c:3]([OH:9])[c:4]([F:8])[cH:5][cH:6][cH:7]1.[Cl:28][c:29]1[cH:30][cH:31][cH:32][c:33]([F:34])[c:35]1[O:36][CH2:37][C:38]([NH:39][c:40]1[cH:41][cH:42][c:43]([CH3:44])[cH:45][cH:46]1)=[O:47].[K+:14].[K+:15]>>[Cl:1][c:2]1[c:3]([NH:20][c:21]2[cH:22][cH:23][c:24]([CH3:27])[cH:25][cH:26]2)[c:4]([F:8])[cH:5][cH:6][cH:7]1. Starting materials: O=C([O-])[O-], CC(C)O, CO, Cc1ccc(NC(=O)CCl)cc1, Oc1c(F)cccc1Cl, Cc1ccc(NC(=O)COc2c(F)cccc2Cl)cc1, [K+], [K+]. The product is Cc1ccc(Nc2c(F)cccc2Cl)cc1.